This data is from the Open Reaction Database (ORD), a public repository of structured organic reaction records. The task is: describe an organic reaction: reactants, conditions, products, and yield The reactants are CCOC(=O)c1ccc(O)cn1, C1CCOC1, OCc1c(-c2ccc(F)cc2)noc1C=Cc1ccccc1, CCOC(=O)N=NC(=O)OCC, c1ccc(P(c2ccccc2)c2ccccc2)cc1. The product is CCOC(=O)c1ccc(OCc2c(-c3ccc(F)cc3)noc2C=Cc2ccccc2)cn1. RXN SMILES: [CH2:23]([CH3:24])[O:25][C:26](=[O:27])[c:28]1[n:29][cH:30][c:31]([OH:34])[cH:32][cH:33]1.[CH2:66]1[O:67][CH2:68][CH2:69][CH2:70]1.[F:1][c:2]1[cH:3][cH:4][c:5](-[c:8]2[n:9][o:10][c:11]([CH:15]=[CH:16][c:17]3[cH:18][cH:19][cH:20][cH:21][cH:22]3)[c:12]2[CH2:13][OH:14])[cH:6][cH:7]1.[O:54]=[C:55]([O:56][CH2:57][CH3:58])[N:59]=[N:60][C:61]([O:62][CH2:63][CH3:64])=[O:65].[c:35]1([P:36]([c:37]2[cH:38][cH:39][cH:40][cH:41][cH:42]2)[c:43]2[cH:44][cH:45][cH:46][cH:47][cH:48]2)[cH:49][cH:50][cH:51][cH:52][cH:53]1>>[F:1][c:2]1[cH:3][cH:4][c:5](-[c:8]2[n:9][o:10][c:11]([CH:15]=[CH:16][c:17]3[cH:18][cH:19][cH:20][cH:21][cH:22]3)[c:12]2[CH2:13][O:14][c:31]2[cH:30][n:29][c:28]([C:26]([O:25][CH2:23][CH3:24])=[O:27])[cH:33][cH:32]2)[cH:6][cH:7]1. Reactants: CCNCc1cccc(C)n1, COc1ccc(N(CC(=O)O)S(=O)(=O)c2ccc(C(C)C)cn2)cn1. Product: CCN(Cc1cccc(C)n1)C(=O)CN(c1ccc(OC)nc1)S(=O)(=O)c1ccc(C(C)C)cn1. RXN SMILES: [CH2:26]([CH3:27])[NH:28][CH2:29][c:30]1[n:31][c:32]([CH3:36])[cH:33][cH:34][cH:35]1.[CH:1]([CH3:2])([CH3:3])[c:4]1[cH:5][cH:6][c:7]([S:10](=[O:11])(=[O:12])[N:13]([c:14]2[cH:15][n:16][c:17]([O:20][CH3:21])[cH:18][cH:19]2)[CH2:22][C:23](=[O:24])[OH:25])[n:8][cH:9]1>>[CH:1]([CH3:2])([CH3:3])[c:4]1[cH:5][cH:6][c:7]([S:10](=[O:11])(=[O:12])[N:13]([c:14]2[cH:15][n:16][c:17]([O:20][CH3:21])[cH:18][cH:19]2)[CH2:22][C:23](=[O:24])[N:28]([CH2:26][CH3:27])[CH2:29][c:30]2[n:31][c:32]([CH3:36])[cH:33][cH:34][cH:35]2)[n:8][cH:9]1. RXN SMILES: [N+:1]([C:4]1[CH:9]=[CH:8][CH:7]=[CH:6][C:5]=1[S:10]([NH:13][C:14]1[CH:19]=[CH:18][C:17]([CH2:20][CH2:21][C:22]([O:24][CH3:25])=[O:23])=[CH:16][CH:15]=1)(=[O:12])=[O:11])([O-:3])=[O:2].[C:26]1([C:32]2[N:33]([CH2:41][C:42]3[CH:47]=[CH:46][C:45]([CH2:48]O)=[CH:44][CH:43]=3)[C:34]3[C:39]([CH:40]=2)=[CH:38][CH:37]=[CH:36][CH:35]=3)[CH:31]=[CH:30][CH:29]=[CH:28][CH:27]=1.C1(P(C2C=CC=CC=2)C2C=CC=CC=2)C=CC=CC=1.N(C(OCC)=O)=NC(OCC)=O>O1CCCC1>[N+:1]([C:4]1[CH:9]=[CH:8][CH:7]=[CH:6][C:5]=1[S:10]([N:13]([CH2:48][C:45]1[CH:44]=[CH:43][C:42]([CH2:41][N:33]2[C:34]3[C:39](=[CH:38][CH:37]=[CH:36][CH:35]=3)[CH:40]=[C:32]2[C:26]2[CH:31]=[CH:30][CH:29]=[CH:28][CH:27]=2)=[CH:47][CH:46]=1)[C:14]1[CH:19]=[CH:18][C:17]([CH2:20][CH2:21][C:22]([O:24][CH3:25])=[O:23])=[CH:16][CH:15]=1)(=[O:12])=[O:11])([O-:3])=[O:2]. Run in O1CCCC1 (tetrahydrofuran). The product is [N+](=O)([O-])C1=C(C=CC=C1)S(=O)(=O)N(C1=CC=C(C=C1)CCC(=O)OC)CC1=CC=C(C=C1)CN1C(=CC2=CC=CC=C12)C1=CC=CC=C1 (methyl 3-[4-([(2-nitrophenyl)sulfonyl]{4-[(2-phenyl-1H-indol-1-yl)methyl]benzyl}amino)phenyl]propanoate). Procedure details: A solution of methyl 3-(4-{[(2-nitrophenyl)sulfonyl]amino}phenyl)propanoate (0.583 g, 1.60 mmol), {4-[(2-phenyl-1H-indol-1-yl)methyl]phenyl}methanol (0.470 g, 1.50 mmol) and triphenylphosphine (0.787 g, 3.00 mmol) in tetrahydrofuran (25 mL) was stirred under ice-cooling, and diethyl azodicarboxylate (40% toluene solution, 1.36 mL, 3.00 mmol) was added. The mixture was allowed to warm to room temperature and stirred for 3 hr. The reaction mixture was concentrated under reduced pressure, and the r... Conditions: time 3 hour. The reactants are N(=NC(=O)OCC)C(=O)OCC (diethyl azodicarboxylate), [N+](=O)([O-])C1=C(C=CC=C1)S(=O)(=O)NC1=CC=C(C=C1)CCC(=O)OC (methyl 3-(4-{[(2-nitrophenyl)sulfonyl]amino}phenyl)propanoate), C1(=CC=CC=C1)C=1N(C2=CC=CC=C2C1)CC1=CC=C(C=C1)CO ({4-[(2-phenyl-1H-indol-1-yl)methyl]phenyl}methanol), C1(=CC=CC=C1)P(C1=CC=CC=C1)C1=CC=CC=C1 (triphenylphosphine). Reactants: BrCc1ccccc1, CCCc1nc2c(NS(=O)(=O)c3cccc(F)c3)cccc2n1CC(=O)OC(C)(C)C, [K+], [K+], O=C([O-])[O-], CN(C)C=O. The product is CCCc1nc2c(N(Cc3ccccc3)S(=O)(=O)c3cccc(F)c3)cccc2n1CC(=O)OC(C)(C)C. As a reaction SMILES: [Br:38][CH2:39][c:40]1[cH:41][cH:42][cH:43][cH:44][cH:45]1.[C:1]([CH3:2])([CH3:3])([CH3:4])[O:5][C:6]([CH2:7][n:8]1[c:9]([CH2:28][CH2:29][CH3:30])[n:10][c:11]2[c:12]1[cH:13][cH:14][cH:15][c:16]2[NH:17][S:18](=[O:19])(=[O:20])[c:21]1[cH:22][c:23]([F:27])[cH:24][cH:25][cH:26]1)=[O:31].[K+:32].[K+:33].[O-:34][C:35]([O-:36])=[O:37].[O:46]=[CH:47][N:48]([CH3:49])[CH3:50]>>[C:1]([CH3:2])([CH3:3])([CH3:4])[O:5][C:6]([CH2:7][n:8]1[c:9]([CH2:28][CH2:29][CH3:30])[n:10][c:11]2[c:12]1[cH:13][cH:14][cH:15][c:16]2[N:17]([S:18](=[O:19])(=[O:20])[c:21]1[cH:22][c:23]([F:27])[cH:24][cH:25][cH:26]1)[CH2:39][c:40]1[cH:41][cH:42][cH:43][cH:44][cH:45]1)=[O:31].